describe an organic reaction: reactants, conditions, products, and yield From a dataset of the Open Reaction Database (ORD), a public repository of structured organic reaction records. Reactants: [BH4-], CCCCO, CC(=O)O, CCO, COc1ccc(CCNC(=O)Cc2ccc(OC)c(OC)c2)cc1OC, [Na+], C1CCOC1, O. Product: COc1ccc(CCNCCc2ccc(OC)c(OC)c2)cc1OC. RXN SMILES: [BH4-:1].[CH2:42]([OH:43])[CH2:44][CH2:45][CH3:46].[CH3:35][C:36](=[O:37])[OH:38].[CH3:39][CH2:40][OH:41].[CH3:8][O:9][c:10]1[cH:11][c:12]([CH2:18][CH2:19][NH:20][C:21]([CH2:22][c:23]2[cH:24][c:25]([O:31][CH3:32])[c:26]([O:29][CH3:30])[cH:27][cH:28]2)=[O:33])[cH:13][cH:14][c:15]1[O:16][CH3:17].[Na+:2].[O:3]1[CH2:4][CH2:5][CH2:6][CH2:7]1.[OH2:34]>>[CH3:8][O:9][c:10]1[cH:11][c:12]([CH2:18][CH2:19][NH:20][CH2:21][CH2:22][c:23]2[cH:24][c:25]([O:31][CH3:32])[c:26]([O:29][CH3:30])[cH:27][cH:28]2)[cH:13][cH:14][c:15]1[O:16][CH3:17]. The reactants are CNC (dimethylamine), CN(P(N(C)C)(N(C)C)=O)C (hexamethylphosphoric triamide), C1(=CC=CC=C1)C (toluene), C(C)(=O)C1=CC2=CC=C(C=C2C=C1)OC (2-Acetyl-6-methoxynaphthalene). Solvent: O.C(C)(=O)OCC (water ethyl acetate). Reaction conditions: time 1.5 hour. Yields the product C(C)(=O)C1=CC2=CC=C(C=C2C=C1)OC (2-Acetyl-6-methoxynaphthalene), C(C)(=O)C1=CC2=CC=C(C=C2C=C1)N(C)C (2-acetyl-6-(dimethylamino)naphthalene). The yield is 123.8%. As a reaction SMILES: [CH3:1][NH:2][CH3:3].CN(C)P(=O)(N(C)C)N(C)C.C1(C)C=CC=CC=1.[C:22]([C:25]1[CH:34]=[CH:33][C:32]2[C:27](=[CH:28][CH:29]=[C:30]([O:35][CH3:36])[CH:31]=2)[CH:26]=1)(=[O:24])[CH3:23]>O.C(OCC)(=O)C>[C:22]([C:25]1[CH:34]=[CH:33][C:32]2[C:27](=[CH:28][CH:29]=[C:30]([O:35][CH3:36])[CH:31]=2)[CH:26]=1)(=[O:24])[CH3:23].[C:22]([C:25]1[CH:34]=[CH:33][C:32]2[C:27](=[CH:28][CH:29]=[C:30]([N:2]([CH3:3])[CH3:1])[CH:31]=2)[CH:26]=1)(=[O:24])[CH3:23] |f:4.5|. Procedure: To a solution of 5.26 g (117 mmol) of dimethylamine in 29 mL of freshly distilled hexamethylphosphoric triamide (HMPT) were added 31 mL of dry toluene and 780 mg (112 mmol) of Li in small pieces. The mixture was stirred under argon at room temperature for 1.5 hours. 2-Acetyl-6-methoxynaphthalene was prepared as described in Arsenijevic et al., Org. Synth. Coll. 1988, 6:34-36, the disclosure of which is incorporated herein by reference. 2-Acetyl-6-methoxynaphthalene (5.57 g, 27.8 mmol) was added ...